From a dataset of the Open Reaction Database (ORD), a public repository of structured organic reaction records. describe an organic reaction: reactants, conditions, products, and yield Reaction SMILES: [Br:1][CH2:2][CH2:3][CH2:4][CH2:5][CH2:6][n:7]1[n:8][c:9](-[c:14]2[c:15](-[c:23]3[cH:24][cH:25][cH:26][cH:27][cH:28]3)[n:16][n:17]3[c:18]2[cH:19][cH:20][cH:21][cH:22]3)[cH:10][cH:11][c:12]1=[O:13].[CH3:33][S:34](=[O:35])[CH3:36].[Na:29][C:30]#[N:31].[OH2:32]>>[CH2:2]([CH2:3][CH2:4][CH2:5][CH2:6][n:7]1[n:8][c:9](-[c:14]2[c:15](-[c:23]3[cH:24][cH:25][cH:26][cH:27][cH:28]3)[n:16][n:17]3[c:18]2[cH:19][cH:20][cH:21][cH:22]3)[cH:10][cH:11][c:12]1=[O:13])[C:30]#[N:31]. Starting materials: O=c1ccc(-c2c(-c3ccccc3)nn3ccccc23)nn1CCCCCBr, CS(C)=O, N#C[Na], O. Yields the product N#CCCCCCn1nc(-c2c(-c3ccccc3)nn3ccccc23)ccc1=O. Reactants: COCCOC, CCOP(=O)(CC#N)OCC, CC1C(=O)CCc2ccccc21, [H-], [Na+]. Yields the product CC1=C(CC#N)CCc2ccccc21. As a reaction SMILES: [CH2:26]([CH2:27][O:28][CH3:29])[O:30][CH3:31].[CH2:3]([O:4][P:5](=[O:6])([O:7][CH2:8][CH3:9])[CH2:11][C:12]#[N:13])[CH3:10].[CH3:14][CH:15]1[C:16](=[O:25])[CH2:17][CH2:18][c:19]2[cH:20][cH:21][cH:22][cH:23][c:24]21.[H-:1].[Na+:2]>>[CH2:11]([C:12]#[N:13])[C:16]1=[C:15]([CH3:14])[c:24]2[c:19]([cH:20][cH:21][cH:22][cH:23]2)[CH2:18][CH2:17]1.